This data is from the Open Reaction Database (ORD), a public repository of structured organic reaction records. The task is: describe an organic reaction: reactants, conditions, products, and yield Starting materials: S(=O)(=O)(OCCl)Cl (chloromethyl chlorosulphate), P(=O)(OC(C)(C)C)(OC(C)(C)C)O (di-tert-butyl hydrogen phosphate), C([O-])(O)=O.[Na+] (sodium bicarbonate), S(=O)(=O)(O)[O-] (hydrogen sulphate), resultant mixture. Run in ClCCl (dichloromethane), ClCCl (dichloromethane), O (water). The product is P(=O)(OC(C)(C)C)(OC(C)(C)C)OCCl (Di-tert-butyl chloromethyl phosphate). The yield is 52.3%. Reaction SMILES: [P:1]([OH:13])([O:8][C:9]([CH3:12])([CH3:11])[CH3:10])([O:3][C:4]([CH3:7])([CH3:6])[CH3:5])=[O:2].C(=O)(O)[O-].[Na+].S([O-])(O)(=O)=O.S(Cl)(O[CH2:28][Cl:29])(=O)=O>O.ClCCl>[P:1]([O:13][CH2:28][Cl:29])([O:3][C:4]([CH3:6])([CH3:7])[CH3:5])([O:8][C:9]([CH3:12])([CH3:11])[CH3:10])=[O:2] |f:1.2|. Procedure: To a well stirred suspension of di-tert-butyl hydrogen phosphate (4.7 g, 22.47 mmol) in water (186 ml) was added sodium bicarbonate (7.5 g, 89.52 mmol) followed by tetra-n-butylammomium hydrogen sulphate (760 mg, 2.238 mmol). The reaction mixture was stirred at room temperature for 15 min. To the reaction mixture was added dichloromethane (112 ml) at 0° C. and it was stirred for 10 min followed by the addition of chloromethyl chlorosulphate (4.4 g, 26.85 mmol) in dichloromethane (75 ml) at same ... Starting materials: COC=1C=C(C=CC1OC)C1=CC(N(C(N1C)=O)C)=NC1=C(C=C(C=C1C)C)C (3,4-dihydro-6-(3,4-dimethoxyphenyl)-1,3-dimethyl-4-(2,4,6-trimethylphenylimino)-2(1H)pyrimidinone), [OH-].[Na+] (sodium hydroxide). The solvent is Br (hydrobromic acid). The product is OC=1C=C(C=CC1O)C1=CC(N(C(N1C)=O)C)=NC1=C(C=C(C=C1C)C)C (3,4-dihydro-6-(3,4-dihydroxyphenyl)-1,3-dimethyl-4-(2,4,6-trimethylphenylimino)-2(1H)-pyrimidinone). Isolated yield 95.0%. Reaction SMILES: C[O:2][C:3]1[CH:4]=[C:5]([C:11]2[N:16]([CH3:17])[C:15](=[O:18])[N:14]([CH3:19])[C:13](=[N:20][C:21]3[C:26]([CH3:27])=[CH:25][C:24]([CH3:28])=[CH:23][C:22]=3[CH3:29])[CH:12]=2)[CH:6]=[CH:7][C:8]=1[O:9]C.[OH-].[Na+]>Br>[OH:2][C:3]1[CH:4]=[C:5]([C:11]2[N:16]([CH3:17])[C:15](=[O:18])[N:14]([CH3:19])[C:13](=[N:20][C:21]3[C:26]([CH3:27])=[CH:25][C:24]([CH3:28])=[CH:23][C:22]=3[CH3:29])[CH:12]=2)[CH:6]=[CH:7][C:8]=1[OH:9] |f:1.2|. Procedure: A solution of 3,4-dihydro-6-(3,4-dimethoxyphenyl)-1,3-dimethyl-4-(2,4,6-trimethylphenylimino)-2(1H)pyrimidinone (5.0 g) in aqueous hydrobromic acid (47%) (50 ml) was refluxed for 1.5 hours. After being cooled to ambient temperature, the solution was neutralized with aqueous sodium hydroxide, and extracted with chloroform. The organic layer was washed with brine, dried over sodium sulfate, and evaporated. The resulting oil was crystallized from a mixture of diisopropyl ether and ethyl acetate (1:... Reactants: C(CC)=O (proprionaldehyde), α,β-unsaturated aldehyde, 2,4-dimethyl-5-phenylpentan-1-yl, CC(C=O)CC1=CC=CC=C1 (2-methyl-3-phenylpropanal). The product is saturated aldehyde, CC(C=O)CC(CC1=CC=CC=C1)C (2,4-dimethyl-5-phenylpentanal). As a reaction SMILES: [CH3:1][CH:2]([CH2:5][C:6]1[CH:11]=[CH:10][CH:9]=[CH:8][CH:7]=1)[CH:3]=O.[CH:12](=[O:15])[CH2:13][CH3:14]>>[CH3:14][CH:13]([CH2:3][CH:2]([CH3:1])[CH2:5][C:6]1[CH:11]=[CH:10][CH:9]=[CH:8][CH:7]=1)[CH:12]=[O:15]. Reported procedure: The 2,4-dimethyl-5-phenylpentan-1-yl derivatives in accordance with the present invention can be prepared by a variety of ways. For example, by an Aldol condensation between 2-methyl-3-phenylpropanal and proprionaldehyde, followed by hydrogenation of the resulting α,β-unsaturated aldehyde to form the saturated aldehyde, 2,4-dimethyl-5-phenylpentanal as described above. This aldehyde is the direct precursor for the alcohol, 2,4-dimethyl-5 -phenylpentan-1-ol via reduction with, e.g. sodium borohyd...